From a dataset of the Open Reaction Database (ORD), a public repository of structured organic reaction records. describe an organic reaction: reactants, conditions, products, and yield Starting materials: ClCC(CCCC)(O)C1=C(C=C(C=C1)Cl)Cl (1-chloro-2-(2,4-dichlorophenyl)hexan-2-ol), N1C=NC=C1 (imidazole), O (water). The solvent is CN(C=O)C (dimethyl formamide). Yields the product OC(CN1C=NC=C1)(CCCC)C1=C(C=C(C=C1)Cl)Cl (1-[2-Hydroxy-2-(2,4-dichlorophenyl)hexyl]imidazole). Yield: 94.4%. As a reaction SMILES: Cl[CH2:2][C:3]([C:9]1[CH:14]=[CH:13][C:12]([Cl:15])=[CH:11][C:10]=1[Cl:16])([OH:8])[CH2:4][CH2:5][CH2:6][CH3:7].[NH:17]1[CH:21]=[CH:20][N:19]=[CH:18]1.O>CN(C)C=O>[OH:8][C:3]([C:9]1[CH:14]=[CH:13][C:12]([Cl:15])=[CH:11][C:10]=1[Cl:16])([CH2:4][CH2:5][CH2:6][CH3:7])[CH2:2][N:17]1[CH:21]=[CH:20][N:19]=[CH:18]1. Reported procedure: A mixture of 40 g (0.14 m) of 1-chloro-2-(2,4-dichlorophenyl)hexan-2-ol and 38.6 g (0.57 m) of imidazole in 10 ml of dimethyl formamide is heated at 160° for one hour. The reaction mixture is cooled, poured into 300 ml of water and extracted with ether. The combined ether extracts are washed with water, then saturated sodium chloride solution and dried over MgSO4. Solvent is evaporated to give 42 g of a gummy brown solid, mp 78°-80°. As a reaction SMILES: C(OC(=O)[N:10]([CH2:21][CH2:22][C:23]1[C:31]2[C:26](=[CH:27][CH:28]=[C:29]([C:32]([CH3:43])([CH3:42])[C:33]([N:35]3[CH:39]4[CH2:40][CH2:41][CH:36]3[CH2:37][CH2:38]4)=[O:34])[CH:30]=2)[NH:25][C:24]=1[C:44]1[CH:49]=[C:48]([CH3:50])[CH:47]=[C:46]([CH3:51])[CH:45]=1)[CH2:11][CH2:12][CH2:13][CH2:14][C:15]1[CH:16]=[N:17][CH:18]=[CH:19][CH:20]=1)C1C=CC=CC=1.C(O)C.C(OCC)(=O)C.[H][H]>[Pd].C(Cl)Cl.CO>[CH:36]12[N:35]([C:33](=[O:34])[C:32]([C:29]3[CH:30]=[C:31]4[C:26](=[CH:27][CH:28]=3)[NH:25][C:24]([C:44]3[CH:45]=[C:46]([CH3:51])[CH:47]=[C:48]([CH3:50])[CH:49]=3)=[C:23]4[CH2:22][CH2:21][NH:10][CH2:11][CH2:12][CH2:13][CH2:14][C:15]3[CH:16]=[N:17][CH:18]=[CH:19][CH:20]=3)([CH3:43])[CH3:42])[CH:39]([CH2:38][CH2:37]1)[CH2:40][CH2:41]2 |f:5.6|. Reagents/catalysts: [Pd] (palladium on carbon). Procedure: A mixture of 80.2 mg (0.115 mmol) of [2-[5-[2-(7-azabicyclo[2.2.1]hept-7-yl)-1,1-dimethyl-2-oxoethyl]-2-(3,5-dimethylphenyl)-1H-indol-3-yl]ethyl]-[4-(pyridin-3yl)butyl]carbamic acid benzyl ester, 40 mg of 10% palladium on carbon, 4 mL of absolute ethanol, and 4 mL of ethyl acetate was shaken with hydrogen (46 psig) in a pressure vessel for 6 hours. The catalyst was removed by filtration through Celite under nitrogen, and the filtrate was concentrated in vacuo at room temperature. The residue was... Solvent: C(Cl)Cl.CO (CH2Cl2 MeOH). Reactants: C(C1=CC=CC=C1)OC(N(CCCCC=1C=NC=CC1)CCC1=C(NC2=CC=C(C=C12)C(C(=O)N1C2CCC1CC2)(C)C)C2=CC(=CC(=C2)C)C)=O ([2-[5-[2-(7-azabicyclo[2.2.1]hept-7-yl)-1,1-dimethyl-2-oxoethyl]-2-(3,5-dimethylphenyl)-1H-indol-3-yl]ethyl]-[4-(pyridin-3yl)butyl]carbamic acid benzyl ester), C(C)O (ethanol), C(C)(=O)OCC (ethyl acetate), [H][H] (hydrogen). Yields the product C12CCC(CC1)N2C(C(C)(C)C=2C=C1C(=C(NC1=CC2)C2=CC(=CC(=C2)C)C)CCNCCCCC=2C=NC=CC2)=O (1-(7-azabicyclo[2.2.1]hept-7-yl)-2-[2-(3,5-dimethylphenyl)-3-[2-[4-(pyridin-3-yl)butylamino]ethyl]-1H-indol-5-yl]-2-methylpropan-1-one). Solvent: ClCCl (dichloromethane), CO (methanol). The product is CNC(CCC1=C(N(C(C2=CC(=CC=C12)Cl)=O)C)C1=CC=CC=C1)=O (N,2-Dimethyl-7-chloro-1-oxo-3-phenyl-1,2-dihydroisoquinoline-4-propanamide). Run at time 4 day. As a reaction SMILES: [CH3:1][NH2:2].CO[C:5](=[O:27])[CH2:6][CH2:7][C:8]1[C:17]2[C:12](=[CH:13][C:14]([Cl:18])=[CH:15][CH:16]=2)[C:11](=[O:19])[N:10]([CH3:20])[C:9]=1[C:21]1[CH:26]=[CH:25][CH:24]=[CH:23][CH:22]=1.C(OCC)(=O)C>ClCCl.CO>[CH3:1][NH:2][C:5](=[O:27])[CH2:6][CH2:7][C:8]1[C:17]2[C:12](=[CH:13][C:14]([Cl:18])=[CH:15][CH:16]=2)[C:11](=[O:19])[N:10]([CH3:20])[C:9]=1[C:21]1[CH:26]=[CH:25][CH:24]=[CH:23][CH:22]=1. Starting materials: COC(CCC1=C(N(C(C2=CC(=CC=C12)Cl)=O)C)C1=CC=CC=C1)=O (methyl7-chloro-2-methyl-1-oxo-3-phenyl-1,2-dihydroisoquinoline-4-propanoate), CN (methylamine), C(C)(=O)OCC (ethyl acetate), white solid. Reported procedure: A stream of gaseous methylamine is passed into a 250 ml round-bottomed flask containing a solution of 1.7 g (4.78 mmol) of methyl7-chloro-2-methyl-1-oxo-3-phenyl-1,2-dihydroisoquinoline-4-propanoate in 20 ml of dichloromethane and 80 ml of methanol until saturation and the mixture is left stirring at room temperature for 4 days. The solvents are evaporated under reduced pressure and the residue is purified by chromatography on a column of silica gel, elution being carried out with a mixture of d... The reactants are C(C)OC(OCC)OCC (triethoxymethane), [Al] (aluminum), BrCC#C (3-bromoprop-1-yne). The reagents and catalysts are [Hg](Cl)Cl (mercury(II) chloride). The solvent is CCOCC (ether), CCOCC (ether), CCOCC (ether). Product: C(C)OC(CC#C)OCC (4,4-diethoxybut-1-yne). As a reaction SMILES: [Al].C(O[CH:5]([O:9][CH2:10][CH3:11])[O:6][CH2:7][CH3:8])C.Br[CH2:13][C:14]#[CH:15]>CCOCC.[Hg](Cl)Cl>[CH2:10]([O:9][CH:5]([O:6][CH2:7][CH3:8])[CH2:15][C:14]#[CH:13])[CH3:11]. Procedure details: To a suspension of aluminum (20.87 g, 773 mmol) and mercury(II) chloride (1.187 g, 4.37 mmol) in ether (40 mL) was added triethoxymethane (49.8 g, 336 mmol) in ether (160 mL) over 60 minutes (internal temperature monitored and addition slowed to keep below 41° C.). The mixture was stirred at reflux for one hour, then brought to −78° C. in a dry ice/acetone bath. 3-bromoprop-1-yne (75 g, 504 mmol) in ether (17 mL) was added dropwise and the suspension was stirred at −78° C. for three additional h... Starting materials: C1(\C=C/C(=O)O1)=O (maleic anhydride), CN (methylamine). Reagents/catalysts: [Co] (cobalt). Yields the product CN1CCCC1 (N-methylpyrrolidine), CN=C(CCC(=O)O)O (succinic acid-N-methylimide). Isolated yield 6.0%. As a reaction SMILES: [C:1]1(=[O:7])[O:6][C:4](=[O:5])[CH:3]=[CH:2]1.[CH3:8][NH2:9]>[Co]>[CH3:8][N:9]1[CH2:4][CH2:3][CH2:2][CH2:1]1.[CH3:8][N:9]=[C:1]([OH:7])[CH2:2][CH2:3][C:4]([OH:6])=[O:5]. Procedure details: An aqueous solution of maleic anhydride and methylamine (20 wt % of maleic anhydride/methylamine, molar ratio 1:1.5) was hydrogenated over a cobalt catalyst at 250° C. and 250 bar. Following subsequent purification, by distillation, of the hydrogenation product stream there were obtained 71% of N-methylpyrrolidone, 5% of N-methylpyrrolidine, and 6% of succinic acid-N-methylimide. There remained 17% of residue (calculated as succinic acid-N-methylamide). The product is Cc1csc(NC(=O)C2CC2)n1. The reactants are Cc1csc(N)n1, O=C(Cl)C1CC1, O, c1ccncc1. RXN SMILES: [CH3:1][c:2]1[n:3][c:4]([NH2:7])[s:5][cH:6]1.[CH:8]1([C:11](=[O:12])[Cl:13])[CH2:9][CH2:10]1.[OH2:14].[cH:15]1[cH:16][cH:17][n:18][cH:19][cH:20]1>>[CH3:1][c:2]1[n:3][c:4]([NH:7][C:11]([CH:8]2[CH2:9][CH2:10]2)=[O:12])[s:5][cH:6]1. The reactants are CC=1C(=NNC(C1)=O)C1=CC2=C(N=C(O2)C2=CC=C(C(=O)OC)C=C2)C=C1 (methyl 4-[6-(4-methyl-6-oxo-1,6-dihydro-pyridazin-3-yl)-benzoxazol-2-yl]-benzoate), [OH-].[Na+] (sodium hydroxide), C(CC(O)(C(=O)O)CC(=O)O)(=O)O (citric acid). The solvent is CS(=O)C (DMSO). Run at time 8 hour. The product is CC=1C(=NNC(C1)=O)C1=CC2=C(N=C(O2)C2=CC=C(C(=O)O)C=C2)C=C1 (4-[6-(4-methyl-6-oxo-1,6-dihydro-pyridazin-3-yl)-benzoxazol-2-yl]-benzoic acid). As a reaction SMILES: [CH3:1][C:2]1[C:3]([C:9]2[CH:27]=[CH:26][C:12]3[N:13]=[C:14]([C:16]4[CH:25]=[CH:24][C:19]([C:20]([O:22]C)=[O:21])=[CH:18][CH:17]=4)[O:15][C:11]=3[CH:10]=2)=[N:4][NH:5][C:6](=[O:8])[CH:7]=1.[OH-].[Na+].C(O)(=O)CC(CC(O)=O)(C(O)=O)O>CS(C)=O>[CH3:1][C:2]1[C:3]([C:9]2[CH:27]=[CH:26][C:12]3[N:13]=[C:14]([C:16]4[CH:25]=[CH:24][C:19]([C:20]([OH:22])=[O:21])=[CH:18][CH:17]=4)[O:15][C:11]=3[CH:10]=2)=[N:4][NH:5][C:6](=[O:8])[CH:7]=1 |f:1.2|. Procedure details: 25 mg (69 μmol) methyl 4-[6-(4-methyl-6-oxo-1,6-dihydro-pyridazin-3-yl)-benzoxazol-2-yl]-benzoate is placed in 4 mL DMSO, 350 μL (1 mmol/mL; 346 μmol) sodium hydroxide solution are added and the mixture is stirred overnight at RT. The reaction mixture is adjusted to pH 4 with 10% citric acid and extracted with H2O and DCM. Then the solv. of the organic phase is eliminated i.V. and the residue is separated by HPLC-MS. (xTerra, ACN/H2O+TFA) Starting materials: C(C)C(CC)C1=C(N=NC(=C1)C)N (4-(1-ethyl-propyl)-6-methyl-pyridazin-3-ylamine), ClCC(C)=O (chloroacetone), C([O-])(O)=O.[Na+] (sodium bicarbonate). Solvent: C(C)(=O)OCC (ethyl acetate), C(C)O (ethanol). Reaction conditions: temperature 100 celsius. Yields the product C(C)C(CC)C=1C=2N(N=C(C1)C)C=C(N2)C (8-(1-Ethyl-propyl)-2,6-dimethyl-imidazo[1,2-b]pyridazine). Reaction SMILES: [CH2:1]([CH:3]([C:6]1[CH:11]=[C:10]([CH3:12])[N:9]=[N:8][C:7]=1[NH2:13])[CH2:4][CH3:5])[CH3:2].Cl[CH2:15][C:16](=O)[CH3:17].C(=O)(O)[O-].[Na+]>C(O)C.C(OCC)(=O)C>[CH2:1]([CH:3]([C:6]1[C:7]2[N:8]([CH:15]=[C:16]([CH3:17])[N:13]=2)[N:9]=[C:10]([CH3:12])[CH:11]=1)[CH2:4][CH3:5])[CH3:2] |f:2.3|. Procedure details: Heat 850 mg (4.74 mmol) of 4-(1-ethyl-propyl)-6-methyl-pyridazin-3-ylamine and 0.415 ml (5.22 ml) of chloroacetone in 20 ml of ethanol in microwave at 110° C. for 35 minutes. Add 1.2 g (14.2 mmol) of sodium bicarbonate and heat in oil bath with reflux condensor at 100° C. overnight. Evaporate solvents, take up in ethyl acetate and wash 3 X's with brine. Dry over sodium sulfate, filter, and evaporate to a brown oil. Chromatograph using hexanes to 6:1 hex:ethyl acetate to ethyl acetate gradient. C...